Task: describe an organic reaction: reactants, conditions, products, and yield. Dataset: the Open Reaction Database (ORD), a public repository of structured organic reaction records The reactants are FC1=C(C=C(C=C1)[N+](=O)[O-])N (2-fluoro-5-nitrobenzenamine), Cl.ClCCN(C)CCCl (2-chloro-N-(2-chloroethyl)-N-methylethanamine hydrochloride). Solvent: ClC1=CC=CC=C1 (chlorobenzene), CO (methanol). Yields the product FC1=C(C=C(C=C1)[N+](=O)[O-])N1CCN(CC1)C (1-(2-Fluoro-5-nitrophenyl)-4-methylpiperazine). The yield is 30.5%. Reaction SMILES: [F:1][C:2]1[CH:7]=[CH:6][C:5]([N+:8]([O-:10])=[O:9])=[CH:4][C:3]=1[NH2:11].Cl.Cl[CH2:14][CH2:15][N:16]([CH2:18][CH2:19]Cl)[CH3:17]>ClC1C=CC=CC=1.CO>[F:1][C:2]1[CH:7]=[CH:6][C:5]([N+:8]([O-:10])=[O:9])=[CH:4][C:3]=1[N:11]1[CH2:19][CH2:18][N:16]([CH3:17])[CH2:15][CH2:14]1 |f:1.2|. Procedure details: A mixture of 2-fluoro-5-nitrobenzenamine (4.06 g) and 2-chloro-N-(2-chloroethyl)-N-methylethanamine hydrochloride (5.006 g) in chlorobenzene (20 ml) was heated at reflux under nitrogen for 21/2 days. The dark solid was dissolved in methanol (150 ml) and the solution was then concentrated in vacuo onto silica and purified by FCC eluting with System A (400:8:1) to give impure material (1.9 g). This was purified again by FCC eluting with System A (300:8:1) to give the title compound as a crystallin... The reactants are C1(CCCCC1)C(=O)C=1OC2=C(C1C)C=C(C=C2)OCCOC (Cyclohexyl[5-(2-methoxyethoxy)-3-methyl-1-benzofuran-2-yl]methanone), C1(CCCCC1)C(=O)C=1OC2=C(C1C)C=C(C=C2)OCCOC (cyclohexyl[5-(2-methoxyethoxy)-3-methyl-1-benzofuran-2-yl]methanone), O (water), Cl (hydrochloric acid), [BH4-].[Na+] (sodium borohydride). Solvent: O1CCCC1 (tetrahydrofuran), CO (methanol). Run at time 2 hour. The product is C1(CCCCC1)C(O)C=1OC2=C(C1C)C=C(C=C2)OCCOC (cyclohexyl[5-(2-methoxyethoxy)-3-methyl-1-benzofuran-2-yl]methanol). Isolated yield 99.4%. RXN SMILES: [CH:1]1([C:7]([C:9]2[O:10][C:11]3[CH:18]=[CH:17][C:16]([O:19][CH2:20][CH2:21][O:22][CH3:23])=[CH:15][C:12]=3[C:13]=2[CH3:14])=[O:8])[CH2:6][CH2:5][CH2:4][CH2:3][CH2:2]1.[BH4-].[Na+].O.Cl>O1CCCC1.CO>[CH:1]1([CH:7]([C:9]2[O:10][C:11]3[CH:18]=[CH:17][C:16]([O:19][CH2:20][CH2:21][O:22][CH3:23])=[CH:15][C:12]=3[C:13]=2[CH3:14])[OH:8])[CH2:6][CH2:5][CH2:4][CH2:3][CH2:2]1 |f:1.2|. Procedure: Cyclohexyl[5-(2-methoxyethoxy)-3-methyl-1-benzofuran-2-yl]methanone (10.3 g) synthesized in the above-mentioned (2) was dissolved in a mixed solvent of tetrahydrofuran (180 mL) and methanol (20 mL). The reaction mixture was ice-cooled, and sodium borohydride (90%, 2.7 g) was added, and the reaction mixture was stirred at room temperature for 2 hr. The reaction mixture was ice-cooled again, water (10 mL) and 1N hydrochloric acid (100 mL) were carefully added, and the mixture was extracted with et... Product: CN(CC1=CC(=CC=C1)B1OC(C(O1)(C)C)(C)C)C (dimethyl-[3-(4,4,5,5-tetramethyl[1,3,2]dioxaborolan-2-yl)benzyl]amine). Reactants: BrCC=1C=C(C=CC1)B1OC(C)(C)C(C)(C)O1 (3-bromomethylphenyl boronic acid pinacol ester), CNC (dimethylamine), C(=O)([O-])[O-].[K+].[K+] (K2CO3). The solvent is C(C)#N (acetonitrile). Reported procedure: To a solution of 3-bromomethylphenyl boronic acid pinacol ester (Combi Block Inc., 297 mg, 1.0 mmol) in acetonitrile (5 mL) was added dimethylamine (2M solution in methanol, 2.0 mmol) followed by the addition of K2CO3 (691 mg, 5.0 mmol). The reaction mixture was stirred at room temperature for 16 h. Acetonitrile was removed under vacuum and the residue was partitioned between ethyl acetate and water. The organic layer was washed with saturated NaHCO3, dried (MgSO4), filtered and the filtrate con... Run at time 16 hour. As a reaction SMILES: Br[CH2:2][C:3]1[CH:4]=[C:5]([B:9]2[O:17][C:14]([CH3:16])([CH3:15])[C:11]([CH3:13])([CH3:12])[O:10]2)[CH:6]=[CH:7][CH:8]=1.[CH3:18][NH:19][CH3:20].C([O-])([O-])=O.[K+].[K+]>C(#N)C>[CH3:18][N:19]([CH3:20])[CH2:2][C:3]1[CH:8]=[CH:7][CH:6]=[C:5]([B:9]2[O:17][C:14]([CH3:16])([CH3:15])[C:11]([CH3:13])([CH3:12])[O:10]2)[CH:4]=1 |f:2.3.4|. Yield: 77.0%.